Task: describe an organic reaction: reactants, conditions, products, and yield. Dataset: the Open Reaction Database (ORD), a public repository of structured organic reaction records Reactants: COC(=O)C1=NC=CC=C1C(=O)OC (Pyridine-2,3-dicarboxylic acid dimethyl ester), NC(CO)CO (2-Amino-1,3-propanediol). Solvent: CCO (EtOH). Yields the product OCC(CO)NC(=O)C1=NC=CC=C1C(=O)NC(CO)CO (N,N'-bis(1,3 dihydroxyprop-2-yl)pyridine-2,3-dicarboxamide). The yield is 124.6%. RXN SMILES: CO[C:3]([C:5]1[C:10]([C:11]([O:13]C)=O)=[CH:9][CH:8]=[CH:7][N:6]=1)=[O:4].[NH2:15][CH:16]([CH2:19][OH:20])[CH2:17][OH:18]>CCO>[OH:18][CH2:17][CH:16]([NH:15][C:3]([C:5]1[C:10]([C:11]([NH:15][CH:16]([CH2:19][OH:20])[CH2:17][OH:18])=[O:13])=[CH:9][CH:8]=[CH:7][N:6]=1)=[O:4])[CH2:19][OH:20]. Reported procedure: Pyridine-2,3-dicarboxylic acid dimethyl ester (2 g, 10.25 mmol) was dissolved in EtOH (5 mL). 2-Amino-1,3-propanediol (1.87 g, 20.5 mmol) was added and the mixture was heated under reflux for 6 h. After cooling the solvent was evaporated and the residue was purified by silica gel chromatography (CHCl3 /MeOH, 7:4) to afford the title compound (4 g, 75%). Starting materials: Cc1ccc2oc(=O)ccc2c1, ClC(Cl)(Cl)Cl, O=C1CCC(=O)N1Br. Product: O=c1ccc2cc(CBr)ccc2o1. RXN SMILES: [CH3:1][c:2]1[cH:3][cH:4][c:5]2[o:6][c:7](=[O:8])[cH:9][cH:10][c:11]2[cH:12]1.[Cl:21][C:22]([Cl:23])([Cl:24])[Cl:25].[O:13]=[C:14]1[N:15]([Br:20])[C:16](=[O:17])[CH2:18][CH2:19]1>>[CH2:1]([c:2]1[cH:3][cH:4][c:5]2[o:6][c:7](=[O:8])[cH:9][cH:10][c:11]2[cH:12]1)[Br:20]. Reactants: CC(C)N1C(=O)C2=CC=CC=C2NS1(=O)=O (bentazone), O.N (ammonia water). Solvent: ClCCCl (1,2-dichloroethane). Yields the product CC(C)N1C(=O)C2=CC=CC=C2NS1(=O)=O.[NH4+] (bentazone ammonium). Isolated yield 45.7%. As a reaction SMILES: [CH3:1][CH:2]([N:4]1[S:14](=[O:16])(=[O:15])[NH:13][C:12]2[C:7](=[CH:8][CH:9]=[CH:10][CH:11]=2)[C:5]1=[O:6])[CH3:3].O.[NH3:18]>ClCCCl>[CH3:3][CH:2]([N:4]1[S:14](=[O:16])(=[O:15])[NH:13][C:12]2[C:7](=[CH:8][CH:9]=[CH:10][CH:11]=2)[C:5]1=[O:6])[CH3:1].[NH4+:18] |f:1.2,4.5|. Reported procedure: A solution of 24 g of bentazone (IIa) in 216 g of 1,2-dichloroethane was treated with stirring at 50°-60° C. with 34 g of ammonia water (5% strength solution of ammonia in water). After addition was complete, the aqueous phase was separated off at 50°-60° C. On cooling the aqueous phase, the bentazone-ammonium was deposited in crystalline form. The solid was separated off at 20° C. by filtration and freed from solvent residues under reduced pressure and at 50° C. 11.8 g of bentazone-ammonium (m.... Starting materials: Cc1c(OC(=O)C(C)(C)C)cn2ncnc(Oc3ccc([N+](=O)[O-])cc3F)c12, CCO, Cl, [Na+], [OH-]. Product: Cc1c(O)cn2ncnc(Oc3ccc([N+](=O)[O-])cc3F)c12. Reaction SMILES: [C:1](=[O:2])([C:3]([CH3:4])([CH3:5])[CH3:6])[O:7][c:8]1[c:9]([CH3:28])[c:10]2[c:11]([O:17][c:18]3[c:19]([F:27])[cH:20][c:21]([N+:24](=[O:25])[O-:26])[cH:22][cH:23]3)[n:12][cH:13][n:14][n:15]2[cH:16]1.[CH3:32][CH2:33][OH:34].[ClH:31].[Na+:30].[OH-:29]>>[OH:7][c:8]1[c:9]([CH3:28])[c:10]2[c:11]([O:17][c:18]3[c:19]([F:27])[cH:20][c:21]([N+:24](=[O:25])[O-:26])[cH:22][cH:23]3)[n:12][cH:13][n:14][n:15]2[cH:16]1. Reaction SMILES: [CH2:11]1[NH:12][CH2:13][CH2:14][CH2:15][c:16]2[c:17]1[cH:18][cH:19][cH:20][cH:21]2.[CH3:1][C:2]([O:3][C:5]([CH3:4])=[O:7])=[O:6].[CH3:22][CH2:23][O:24][C:25](=[O:26])[CH3:27].[CH:8]([OH:9])=[O:10]>>[CH:5](=[O:7])[N:12]1[CH2:11][c:17]2[c:16]([cH:21][cH:20][cH:19][cH:18]2)[CH2:15][CH2:14][CH2:13]1. Starting materials: c1ccc2c(c1)CCCNC2, CC(=O)OC(C)=O, CCOC(C)=O, O=CO. The product is O=CN1CCCc2ccccc2C1. Starting materials: [Na] (sodium), ClCCC(C(=O)NC=1SC=C(C1C#N)C(C)(C)C)C (4-chloro-N-[3-cyano-4-(1,1-dimethylethyl)-2-thienyl]-2-methylbutanamide). Run in C(C)O (ethanol), C(C)O (ethanol). Run at time 1 hour. Product: C(#N)C1=C(SC=C1C(C)(C)C)N1C(C(CC1)C)=O (N-[3-cyano-4-(1,1-dimethylethyl)-2-thienyl]-3-methyl-2-pyrrolidinone). Yield: 74.6%. RXN SMILES: [Na].Cl[CH2:3][CH2:4][CH:5]([CH3:20])[C:6]([NH:8][C:9]1[S:10][CH:11]=[C:12]([C:16]([CH3:19])([CH3:18])[CH3:17])[C:13]=1[C:14]#[N:15])=[O:7]>C(O)C>[C:14]([C:13]1[C:12]([C:16]([CH3:19])([CH3:18])[CH3:17])=[CH:11][S:10][C:9]=1[N:8]1[CH2:3][CH2:4][CH:5]([CH3:20])[C:6]1=[O:7])#[N:15] |^1:0|. Reported procedure: To a solution of 0.21 g of sodium dissolved in 10 ml of ethanol was added 2.75 g of 4-chloro-N-[3-cyano-4-(1,1-dimethylethyl)-2-thienyl]-2-methylbutanamide dissolved in 35 ml ethanol dropwise. The mixture was allowed to stir at room temperature for about one hour and the solvent was removed in vacuo. The residue was combined with 10 ml ethanol and 250 ml water and the precipitate was collected by filtration. The collected solid was recrystallized from hexane to afford 1.8 g of N-[3-cyano-4-(1,1-... Starting materials: Cl.N[C@H](C(O)(C1=CC=CC=C1)C1=CC=CC=C1)C(C)C ((S)-2-amino-1,1-diphenyl-3-methylbutan-1-ol hydrochloride), ClC1=CC=C(C=C1)\C=C(/C(C(C)(C)C)=O)\N1N=CN=C1 ((E)-1-(4-chlorophenyl)-2-(1,2,4-triazol-1-yl)-4,4-dimethyl-1-penten-3-one), Cl.N[C@H](C(O)(C1=CC=CC=C1)C1=CC=CC=C1)C ((S)-2-amino-1,1-diphenylpropan-1-ol hydrochloride), Cl.N[C@H](CO)CC1=CC=CC=C1 ((S)-2-amino-3-phenylpropan-1-ol hydrochloride), ClC1=C(C=CC(=C1)Cl)\C=C(/C(C(C)(C)C)=O)\N1N=CN=C1 ((E)-1-(2,4-dichlorophenyl)-2-(1,2,4-triazol-1-yl)-4,4-dimethyl-1-penten-3-one), Cl.N[C@H](C(O)(C1=CC=CC=C1)C1=CC=CC=C1)CC(C)C ((S)-2-amino-1,1-diphenyl4-methylpentan-1-ol hydrochloride), Cl.N[C@H](C(O)(CC1=CC=CC=C1)CC1=CC=CC=C1)C ((S)-2-amino-1,1-dibenzylpropan-1-ol hydrochloride). Yields the product ClC1=C(C=CC(=C1)Cl)\C=C(/C(C(C)(C)C)O)\N1N=CN=C1 ((+)-(E)-1-(2,4-dichlorophenyl)-2-(1,2,4-triazol-1-yl)-4,4-dimethyl-1-penten-3-ol). RXN SMILES: ClC1C=CC(/C=C(/N2C=NC=N2)\C(=O)C(C)(C)C)=CC=1.[Cl:21][C:22]1[CH:27]=[C:26]([Cl:28])[CH:25]=[CH:24][C:23]=1/[CH:29]=[C:30](/[N:37]1[CH:41]=[N:40][CH:39]=[N:38]1)\[C:31](=[O:36])[C:32]([CH3:35])([CH3:34])[CH3:33].Cl.N[C@@H](CC(C)C)C(C1C=CC=CC=1)(C1C=CC=CC=1)O.Cl.N[C@@H](C)C(C1C=CC=CC=1)(C1C=CC=CC=1)O.Cl.N[C@@H](C(C)C)C(C1C=CC=CC=1)(C1C=CC=CC=1)O.Cl.N[C@@H](C)C(CC1C=CC=CC=1)(CC1C=CC=CC=1)O.Cl.N[C@@H](CC1C=CC=CC=1)CO>>[Cl:21][C:22]1[CH:27]=[C:26]([Cl:28])[CH:25]=[CH:24][C:23]=1/[CH:29]=[C:30](/[N:37]1[CH:41]=[N:40][CH:39]=[N:38]1)\[CH:31]([OH:36])[C:32]([CH3:33])([CH3:34])[CH3:35] |f:2.3,4.5,6.7,8.9,10.11|. Procedure details: Reaction was carried out in the same manner as in Example 1 except that (E)-1-(4-chlorophenyl)-2-(1,2,4-triazol-1-yl)-4,4-dimethyl-1-penten-3-one was replaced by (E)-1-(2,4-dichlorophenyl)-2-(1,2,4-triazol-1-yl)-4,4-dimethyl-1-penten-3-one, and that (S)-2-amino-1,1-diphenyl4-methylpentan-1-ol hydrochloride was replaced by (S)-2-amino-1,1-diphenylpropan-1-ol hydrochloride, (S)-2-amino-1,1-diphenyl-3-methylbutan-1-ol hydrochloride, (S)-2-amino-1,1-dibenzylpropan-1-ol hydrochloride and (S)-2-amino-... Starting materials: [Al+3], Cc1c[nH]c(C)c1CCC(=O)N1CCOCC1, [H-], [H-], [H-], [H-], [Li+], [Na+], C1CCOC1, [OH-]. Yields the product Cc1c[nH]c(C)c1CCCN1CCOCC1. Reaction SMILES: [Al+3:2].[CH3:7][c:8]1[nH:9][cH:10][c:11]([CH3:23])[c:12]1[CH2:13][CH2:14][C:15](=[O:16])[N:17]1[CH2:18][CH2:19][O:20][CH2:21][CH2:22]1.[H-:1].[H-:4].[H-:5].[H-:6].[Li+:3].[Na+:25].[O:26]1[CH2:27][CH2:28][CH2:29][CH2:30]1.[OH-:24]>>[CH3:7][c:8]1[nH:9][cH:10][c:11]([CH3:23])[c:12]1[CH2:13][CH2:14][CH2:15][N:17]1[CH2:18][CH2:19][O:20][CH2:21][CH2:22]1. The reactants are C(C)(C)(C)OC(N[C@H](CC1=CC=CC=C1)[C@H]1OC1)=O ([(1R)-1-{(2R)-oxiran-2-yl}-2-phenyl-ethyl]carbamic acid tert-butylester), N1N=CC=C1 (pyrazole). Yields the product C(C)(C)(C)OC(N[C@@H]([C@H](CN1N=CC=C1)O)CC1=CC=CC=C1)=O ([(1R,2S)-1-Benzyl-2-hydroxy-3-pyrazol-1-yl-propyl]-carbamic acid tert-butyl ester). As a reaction SMILES: [C:1]([O:5][C:6](=[O:19])[NH:7][C@@H:8]([C@@H:16]1[CH2:18][O:17]1)[CH2:9][C:10]1[CH:15]=[CH:14][CH:13]=[CH:12][CH:11]=1)([CH3:4])([CH3:3])[CH3:2].[NH:20]1[CH:24]=[CH:23][CH:22]=[N:21]1>>[C:1]([O:5][C:6](=[O:19])[NH:7][C@H:8]([CH2:9][C:10]1[CH:15]=[CH:14][CH:13]=[CH:12][CH:11]=1)[C@@H:16]([OH:17])[CH2:18][N:20]1[CH:24]=[CH:23][CH:22]=[N:21]1)([CH3:4])([CH3:3])[CH3:2]. Procedure: Using general procedure 3, [(1R)-1-{(2R)-oxiran-2-yl}-2-phenyl-ethyl]carbamic acid tert-butylester (0.15 g, 0.59 mmol) and pyrazole (0.194 g, 2.85 mmol) gives the title compound.